This data is from the Open Reaction Database (ORD), a public repository of structured organic reaction records. The task is: describe an organic reaction: reactants, conditions, products, and yield Reactants: CCOC(=O)N1C2CCC1CC(=O)C2, CO. The product is CCOC(=O)N1C2CCC1CC(O)C2. RXN SMILES: [CH2:1]([CH3:2])[O:3][C:4](=[O:5])[N:6]1[CH:7]2[CH2:8][C:9](=[O:14])[CH2:10][CH:11]1[CH2:12][CH2:13]2.[CH3:15][OH:16]>>[CH2:1]([CH3:2])[O:3][C:4](=[O:5])[N:6]1[CH:7]2[CH2:8][CH:9]([OH:14])[CH2:10][CH:11]1[CH2:12][CH2:13]2. Starting materials: N#Cc1ccc(F)cc1C#N, [Li+], [Li+], O=C([O-])[O-], CC1NCCC1C(C)(C)O. Product: CC1C(C(C)(C)O)CCN1c1ccc(C#N)c(C#N)c1. RXN SMILES: [F:1][c:2]1[cH:3][c:4]([C:10]#[N:11])[c:5]([C:6]#[N:7])[cH:8][cH:9]1.[Li+:22].[Li+:23].[O-:24][C:25](=[O:26])[O-:27].[OH:12][C:13]([CH3:14])([CH3:15])[CH:16]1[CH:17]([CH3:21])[NH:18][CH2:19][CH2:20]1>>[c:2]1([N:18]2[CH:17]([CH3:21])[CH:16]([C:13]([OH:12])([CH3:14])[CH3:15])[CH2:20][CH2:19]2)[cH:3][c:4]([C:10]#[N:11])[c:5]([C:6]#[N:7])[cH:8][cH:9]1. Reactants: Clc1ccc(-c2cc3cc(Br)ccn3n2)cc1, O=C([O-])[O-], C1CCOC1, [Cs+], [Cs+], O, OCc1ccccc1B(O)O. RXN SMILES: [Br:1][c:2]1[cH:3][c:4]2[n:5]([cH:6][cH:7]1)[n:8][c:9](-[c:11]1[cH:12][cH:13][c:14]([Cl:17])[cH:15][cH:16]1)[cH:10]2.[C:29](=[O:30])([O-:31])[O-:32].[CH2:35]1[O:36][CH2:37][CH2:38][CH2:39]1.[Cs+:33].[Cs+:34].[OH2:40].[OH:18][CH2:19][c:20]1[c:21]([B:26]([OH:27])[OH:28])[cH:22][cH:23][cH:24][cH:25]1>>[c:2]1(-[c:21]2[c:20]([CH2:19][OH:18])[cH:25][cH:24][cH:23][cH:22]2)[cH:3][c:4]2[n:5]([cH:6][cH:7]1)[n:8][c:9](-[c:11]1[cH:12][cH:13][c:14]([Cl:17])[cH:15][cH:16]1)[cH:10]2. The product is OCc1ccccc1-c1ccn2nc(-c3ccc(Cl)cc3)cc2c1.